From a dataset of the Open Reaction Database (ORD), a public repository of structured organic reaction records. describe an organic reaction: reactants, conditions, products, and yield Product: CON=C(c1ccccc1)c1ccc2c(c1)sc(=O)n2CCOc1ccc(CC(C(=O)OC)C(=O)OC)cc1. Reaction SMILES: [C:1]([c:2]1[cH:3][cH:4][cH:5][cH:6][cH:7]1)(=[O:8])[c:9]1[cH:10][c:11]2[c:12]([n:13]([CH2:17][CH2:18][O:19][c:20]3[cH:21][cH:22][c:23]([CH2:24][CH:25]([C:26](=[O:27])[O:28][CH3:29])[C:30](=[O:31])[O:32][CH3:33])[cH:34][cH:35]3)[c:14](=[O:16])[s:15]2)[cH:36][cH:37]1.[CH3:38][O:39][NH2:40].[CH3:47][OH:48].[OH2:49].[cH:41]1[cH:42][cH:43][n:44][cH:45][cH:46]1>>[C:1]([c:2]1[cH:3][cH:4][cH:5][cH:6][cH:7]1)([c:9]1[cH:10][c:11]2[c:12]([n:13]([CH2:17][CH2:18][O:19][c:20]3[cH:21][cH:22][c:23]([CH2:24][CH:25]([C:26](=[O:27])[O:28][CH3:29])[C:30](=[O:31])[O:32][CH3:33])[cH:34][cH:35]3)[c:14](=[O:16])[s:15]2)[cH:36][cH:37]1)=[N:40][O:39][CH3:38]. Reactants: COC(=O)C(Cc1ccc(OCCn2c(=O)sc3cc(C(=O)c4ccccc4)ccc32)cc1)C(=O)OC, CON, CO, O, c1ccncc1. The reactants are CC(=O)OI1(C=2C=CC=CC2C(=O)O1)(OC(=O)C)OC(=O)C (Dess-Martin periodinane), C(C1=CC=CC=C1)N1C2CCC(C(CC1)C2)O (2-benzyl-2-aza-bicyclo[3.3.1]-nonan-6-ol). Run in ClCCl (dichloromethane). Reaction conditions: time 1 hour. Yields the product C(C1=CC=CC=C1)N1C2CCC(C(CC1)C2)=O (2-Benzyl-2-aza-bicyclo[3.3.1]nonan-6-one). As a reaction SMILES: CC(OI1(OC(C)=O)(OC(C)=O)OC(=O)C2C=CC=CC1=2)=O.[CH2:23]([N:30]1[CH2:37][CH2:36][CH:35]2[CH2:38][CH:31]1[CH2:32][CH2:33][CH:34]2[OH:39])[C:24]1[CH:29]=[CH:28][CH:27]=[CH:26][CH:25]=1>ClCCl>[CH2:23]([N:30]1[CH2:37][CH2:36][CH:35]2[CH2:38][CH:31]1[CH2:32][CH2:33][C:34]2=[O:39])[C:24]1[CH:25]=[CH:26][CH:27]=[CH:28][CH:29]=1. Procedure details: Dess-Martin periodinane (1.30 g) is added to a solution of 2-benzyl-2-aza-bicyclo[3.3.1]-nonan-6-ol (0.60 g) in dichloromethane (15 mL) chilled in an ice bath. The cooling bath is removed and the solution is stirred at ambient temperature for 1 h. Then, the solution is diluted with dichloromethane and washed with a mixture of aqueous Na2S2O3 solution and aqueous NaHCO3 solution. The solution is dried (Na2SO4) and the solvent is removed. The residue is purified by chromatography on silica gel (di... Starting materials: C12C(C3CC(CC(C1)C3)C2)NC(=O)C=2C=NN(C2Cl)C2=CC=CC=C2 (5-chloro-1-phenyl-1H-pyrazole-4-carboxylic acid adamantan-2-ylamide), C12C(C3CC(CC(C1)C3)C2)NC(=O)C=2C=NN(C2Cl)C2=CC=CC=C2 (5-chloro-1-phenyl-1H-pyrazole-4-carboxylic acid adamantan-2-ylamide), C(O)CN (ethanolamine). Product: C12C(C3CC(CC(C1)C3)C2)NC(=O)C=2C=NN(C2NCCO)C2=CC=CC=C2 (5-(2-Hydroxy-ethylamino)-1-phenyl-1H-pyrazole-4-carboxylic acid adamantan-2-ylamide). As a reaction SMILES: [CH:1]12[CH2:10][CH:5]3[CH2:6][CH:7]([CH2:9][CH:3]([CH2:4]3)[CH:2]1[NH:11][C:12]([C:14]1[CH:15]=[N:16][N:17]([C:20]3[CH:25]=[CH:24][CH:23]=[CH:22][CH:21]=3)[C:18]=1Cl)=[O:13])[CH2:8]2.[CH2:26]([CH2:28][NH2:29])[OH:27]>>[CH:1]12[CH2:10][CH:5]3[CH2:6][CH:7]([CH2:9][CH:3]([CH2:4]3)[CH:2]1[NH:11][C:12]([C:14]1[CH:15]=[N:16][N:17]([C:20]3[CH:25]=[CH:24][CH:23]=[CH:22][CH:21]=3)[C:18]=1[NH:29][CH2:28][CH2:26][OH:27])=[O:13])[CH2:8]2. Reported procedure: 5-(2-Hydroxy-ethylamino)-1-phenyl-1H-pyrazole-4-carboxylic acid adamantan-2-ylamide was prepared using Procedure A from 5-chloro-1-phenyl-1H-pyrazole-4-carboxylic acid adamantan-2-ylamide (Intermediate 3) and ethanolamine. Mass spectrum (ES) MH+=381. The reactants are O=C(c1cc2ccc(Br)cc2o1)c1cc2ccc(Br)cc2o1, CCOCC. Product: Brc1ccc2cc(Cc3cc4ccc(Br)cc4o3)oc2c1. Reaction SMILES: [Br:1][c:2]1[cH:3][c:4]2[c:5]([cH:6][c:7]([C:9](=[O:10])[c:11]3[o:12][c:13]4[c:14]([cH:15]3)[cH:16][cH:17][c:18]([Br:20])[cH:19]4)[o:8]2)[cH:21][cH:22]1.[CH3:23][CH2:24][O:25][CH2:26][CH3:27]>>[Br:1][c:2]1[cH:3][c:4]2[c:5]([cH:6][c:7]([CH2:9][c:11]3[o:12][c:13]4[c:14]([cH:15]3)[cH:16][cH:17][c:18]([Br:20])[cH:19]4)[o:8]2)[cH:21][cH:22]1. The reactants are [BH4-], CN(CC(=O)c1ccc(F)cc1)Cc1ccccc1, CO, [Na+]. The product is CN(Cc1ccccc1)CC(O)c1ccc(F)cc1. RXN SMILES: [BH4-:20].[CH2:1]([c:2]1[cH:3][cH:4][cH:5][cH:6][cH:7]1)[N:8]([CH2:9][C:10](=[O:11])[c:12]1[cH:13][cH:14][c:15]([F:18])[cH:16][cH:17]1)[CH3:19].[CH3:22][OH:23].[Na+:21]>>[CH2:1]([c:2]1[cH:3][cH:4][cH:5][cH:6][cH:7]1)[N:8]([CH2:9][CH:10]([OH:11])[c:12]1[cH:13][cH:14][c:15]([F:18])[cH:16][cH:17]1)[CH3:19]. The reactants are C(C)OC=1C=C(OC=2C=NC=CC2)C=CC1 (3-(3-ethoxyphenoxy)pyridine), four, C(C)(=O)OO (peracetic acid). Run in C(C)(=O)O (acetic acid), C(C)(=O)O (acetic acid). Run at temperature 25 celsius, time 24 hour. Yields the product C(C)OC=1C=C(OC=2C=[N+](C=CC2)[O-])C=CC1 (3-(3-ethoxyphenoxy)pyridine 1-oxide). Reaction SMILES: [CH2:1]([O:3][C:4]1[CH:5]=[C:6]([CH:14]=[CH:15][CH:16]=1)[O:7][C:8]1[CH:9]=[N:10][CH:11]=[CH:12][CH:13]=1)[CH3:2].C(OO)(=[O:19])C>C(O)(=O)C>[CH2:1]([O:3][C:4]1[CH:5]=[C:6]([CH:14]=[CH:15][CH:16]=1)[O:7][C:8]1[CH:9]=[N+:10]([O-:19])[CH:11]=[CH:12][CH:13]=1)[CH3:2]. Procedure: A solution of 85 g of 3-(3-ethoxyphenoxy)pyridine in 500 ml of glacial acetic acid is treated with four 20 g portions of 40% peracetic acid in acetic acid. The mixture is stirred at 25° C. for 24 hours and is refluxed for 16 hours. The mixture is concentrated at reduced pressure, dissolved in 500 ml of dichloromethane and washed with excess 25% sodium hydroxide solution. The organic layer is dried, concentrated and distilled to yield 3-(3-ethoxyphenoxy)pyridine 1-oxide, bp 175°-177° C. at 0.4 mM... Reactants: CC(C)(C)OC(=O)N1CCN(Cc2ccccc2)CC1CCS(C)(=O)=O, CO, [OH-], [OH-], [Pd+2]. Yields the product CC(C)(C)OC(=O)N1CCNCC1CCS(C)(=O)=O. As a reaction SMILES: [CH2:1]([c:2]1[cH:3][cH:4][cH:5][cH:6][cH:7]1)[N:8]1[CH2:9][CH:10]([CH2:21][CH2:22][S:23](=[O:24])(=[O:25])[CH3:26])[N:11]([C:14](=[O:15])[O:16][C:17]([CH3:18])([CH3:19])[CH3:20])[CH2:12][CH2:13]1.[CH3:27][OH:28].[OH-:29].[OH-:30].[Pd+2:31]>>[NH:8]1[CH2:9][CH:10]([CH2:21][CH2:22][S:23](=[O:24])(=[O:25])[CH3:26])[N:11]([C:14](=[O:15])[O:16][C:17]([CH3:18])([CH3:19])[CH3:20])[CH2:12][CH2:13]1. The reactants are [Li+].[OH-] (LiOH), CC(C#CC1=CC(=C(S1)C(=O)[O-])N(C(=O)[C@@H]1CC[C@H](CC1)C)C1CCP(CC1)(=O)OC)(C)C (5-(3,3-Dimethyl-but-1-ynyl)-3-[(1-methoxy-1-oxo-1λ5-phosphinan-4-yl)-(trans-4-methyl-cyclohexanecarbonyl)-amino]-thiophene-2-carboxylate), Cl (HCl). Run in C1CCOC1 (THF), CO (methanol). Conditions: time 5 hour. The product is CC(C#CC1=CC(=C(S1)C(=O)O)N(C(=O)[C@@H]1CC[C@H](CC1)C)C1CCP(CC1)(=O)OC)(C)C (5-(3,3-Dimethyl-but-1-ynyl)-3-[(1-methoxy-1-oxo-1λ5-phosphinan-4-yl)-(trans-4-methyl-cyclohexanecarbonyl)-amino]-thiophene-2-carboxylic acid). Isolated yield 57.9%. Reaction SMILES: [CH3:1][C:2]([CH3:33])([CH3:32])[C:3]#[C:4][C:5]1[S:9][C:8]([C:10]([O-:12])=[O:11])=[C:7]([N:13]([CH:23]2[CH2:28][CH2:27][P:26]([O:30][CH3:31])(=[O:29])[CH2:25][CH2:24]2)[C:14]([C@H:16]2[CH2:21][CH2:20][C@H:19]([CH3:22])[CH2:18][CH2:17]2)=[O:15])[CH:6]=1.[Li+].[OH-].Cl>CO.C1COCC1>[CH3:32][C:2]([CH3:1])([CH3:33])[C:3]#[C:4][C:5]1[S:9][C:8]([C:10]([OH:12])=[O:11])=[C:7]([N:13]([CH:23]2[CH2:28][CH2:27][P:26]([O:30][CH3:31])(=[O:29])[CH2:25][CH2:24]2)[C:14]([C@H:16]2[CH2:21][CH2:20][C@H:19]([CH3:22])[CH2:18][CH2:17]2)=[O:15])[CH:6]=1 |f:1.2|. Reported procedure: 5-(3,3-Dimethyl-but-1-ynyl)-3-[(1-methoxy-1-oxo-1λ5-phosphinan-4-yl)-(trans-4-methyl-cyclohexanecarbonyl)-amino]-thiophene-2-carboxylate (36 mg, 0.07 mmol) was dissolved in 1 mL of methanol and 1 mL of THF, and to the solution was added 0.2 mL of 1 N LiOH. The reaction mixture was stirred at room temperature for 5 hours, and then cooled to 0° C. and neutralized with 0.4 mL of 0.5 N HCl. After removal of solvent, the residue was purified by HPLC (Gemini column; 5% acetonitrile:water, 5 min; 5-100... Starting materials: C1CCOC1, COC1(OC)C2(Cl)C(Cl)=C(Cl)C1(Cl)C1OC(=O)OC12, Cl, [K+], [OH-], O. Yields the product COC1(OC)C2(Cl)C(Cl)=C(Cl)C1(Cl)C(O)C2O. Reaction SMILES: [CH2:23]1[O:24][CH2:25][CH2:26][CH2:27]1.[Cl:3][C:4]12[CH:5]3[O:6][C:7](=[O:21])[O:8][CH:9]3[C:10]([Cl:20])([C:11]([Cl:14])=[C:12]1[Cl:13])[C:15]2([O:16][CH3:17])[O:18][CH3:19].[ClH:28].[K+:2].[OH-:1].[OH2:22]>>[Cl:3][C:4]12[CH:5]([OH:6])[CH:9]([OH:8])[C:10]([Cl:20])([C:11]([Cl:14])=[C:12]1[Cl:13])[C:15]2([O:16][CH3:17])[O:18][CH3:19].